From a dataset of the Open Reaction Database (ORD), a public repository of structured organic reaction records. describe an organic reaction: reactants, conditions, products, and yield Reaction conditions: temperature 80 celsius, time 15 minute. Reagents/catalysts: II (iodine). Reactants: O (water), I(=O)(=O)O (iodic acid), C(C)OC(=O)C=1N=CC=2NC3=CC=CC=C3C2C1C (4-methyl-β-carboline-3-carboxylic acid ethyl ester), S(O)(O)(=O)=O (sulfuric acid). As a reaction SMILES: [CH2:1]([O:3][C:4]([C:6]1[N:7]=[CH:8][C:9]2[NH:10][C:11]3[C:16]([C:17]=2[C:18]=1[CH3:19])=[CH:15][CH:14]=[CH:13][CH:12]=3)=[O:5])[CH3:2].O.S(=O)(=O)(O)O.[I:26](O)(=O)=O>C(O)(=O)C.II>[CH2:1]([O:3][C:4]([C:6]1[N:7]=[CH:8][C:9]2[NH:10][C:11]3[C:16]([C:17]=2[C:18]=1[CH3:19])=[CH:15][C:14]([I:26])=[CH:13][CH:12]=3)=[O:5])[CH3:2]. Solvent: C(C)(=O)O (acetic acid). Product: C(C)OC(=O)C=1N=CC=2NC3=CC=C(C=C3C2C1C)I (6-iodo-4-methyl-β-carboline-3-carboxylic acid ethyl ester). The yield is 289.2%. Procedure: 5.08 g of 4-methyl-β-carboline-3-carboxylic acid ethyl ester is dissolved in 40 ml of glacial acetic acid and combined with 0.96 ml of water, 0.24 ml of concentrated sulfuric acid, 688 mg of iodic acid, and 1.768 mg of iodine. The mixture is heated to 80° C. for 3 hours. After cooling, the mixture is suctioned off from undissolved material, and the filtrate is evaporated. The residue is taken up in ethanol/water. The thus-formed crystals are suctioned off, taken up in 500 ml of ethyl acetate, an... Starting materials: CNC(=O)c1ccc2cc(Br)ccc2c1, C1CCOC1, [Li]CCCC, CCCCCC, [Cl-], [NH4+], O=C1CCn2cncc21. Product: CNC(=O)c1ccc2cc(C3(O)CCn4cncc43)ccc2c1. As a reaction SMILES: [Br:12][c:13]1[cH:14][c:15]2[cH:16][cH:17][c:18]([C:23](=[O:24])[NH:25][CH3:26])[cH:19][c:20]2[cH:21][cH:22]1.[CH2:38]1[O:39][CH2:40][CH2:41][CH2:42]1.[CH2:7]([Li:8])[CH2:9][CH2:10][CH3:11].[CH3:1][CH2:2][CH2:3][CH2:4][CH2:5][CH3:6].[Cl-:36].[NH4+:37].[cH:27]1[c:28]2[n:29]([cH:30][n:31]1)[CH2:32][CH2:33][C:34]2=[O:35]>>[c:13]1([C:34]2([OH:35])[c:28]3[cH:27][n:31][cH:30][n:29]3[CH2:32][CH2:33]2)[cH:14][c:15]2[cH:16][cH:17][c:18]([C:23](=[O:24])[NH:25][CH3:26])[cH:19][c:20]2[cH:21][cH:22]1. The reactants are NC=1C(=NC(=CN1)Br)C(=O)N (3-amino-6-bromopyrazine-2-carboxamide), CC(=O)OC(=O)C (Ac2O). The solvent is C(C)OC(OCC)OCC (triethoxymethane). Reaction conditions: temperature 90 celsius, time 3 hour. Product: BrC=1N=C2C(NC=NC2=NC1)=O (6-bromopteridin-4(3H)-one). Yield: 48.0%. As a reaction SMILES: [NH2:1][C:2]1[C:3]([C:9]([NH2:11])=[O:10])=[N:4][C:5]([Br:8])=[CH:6][N:7]=1.[CH3:12]C(OC(C)=O)=O>C(OC(OCC)OCC)C>[Br:8][C:5]1[N:4]=[C:3]2[C:2](=[N:7][CH:6]=1)[N:1]=[CH:12][NH:11][C:9]2=[O:10]. Reported procedure: To a solution of 3-amino-6-bromopyrazine-2-carboxamide (200 mg, 0.92 mmol) in triethoxymethane (10 mL) was added Ac2O (2 mL). The mixture was stirred at 130° C. for 1 h and 90° C. for 3 h. After being cooled to RT and extracted with EtOAc, the combined organic phases were basified to pH=8 with a.q. NaHCO3, washed with brine, dried over Na2SO4, filtered and evaporated. The crude product was purified by prep-TLC (DCM:MeOH=50:1) to give the product of 6-bromopteridin-4(3H)-one (100 mg, yield: 48%).... Reactants: O.[PH2](=O)[O-].[Na+] (Sodium hypophosphite monohydrate), C(C)OC(CC1=CN=C2N1C=C(C=C2)C#N)=O ((6-Cyano-imidazo[1,2-a]pyridin-3-yl)-acetic acid ethyl ester). Reagents/catalysts: [Ni] (Raney nickel). Solvent: O (water), N1=CC=CC=C1 (pyridine), C(C)(=O)O (acetic acid). Conditions: temperature 75 celsius. Product: C(C)OC(CC1=CN=C2N1C=C(C=C2)C=O)=O ((6-Formyl-imidazo[1,2-a]pyridin-3-yl)-acetic acid ethyl ester). Isolated yield 44.4%. As a reaction SMILES: [CH2:1]([O:3][C:4](=[O:17])[CH2:5][C:6]1[N:10]2[CH:11]=[C:12]([C:15]#N)[CH:13]=[CH:14][C:9]2=[N:8][CH:7]=1)[CH3:2].O.[PH2]([O-])=[O:20].[Na+]>O.N1C=CC=CC=1.C(O)(=O)C.[Ni]>[CH2:1]([O:3][C:4](=[O:17])[CH2:5][C:6]1[N:10]2[CH:11]=[C:12]([CH:15]=[O:20])[CH:13]=[CH:14][C:9]2=[N:8][CH:7]=1)[CH3:2] |f:1.2.3|. Reported procedure: (6-Cyano-imidazo[1,2-a]pyridin-3-yl)-acetic acid ethyl ester (1.80 g, 7.46 mmol) is dissolved in a mixture of water (5.0 ml), pyridine (10 ml) and glacial acetic acid (5.0 ml). Sodium hypophosphite monohydrate (6.03 g, 56.4 mmol, 8 equiv) and Raney nickel (approx. 1.2 g) are added at room temperature. The reaction mixture is heated to 75° C. for 1 h, cooled to room temperature and filtered through Celite. The filtrate is extracted three times with EtOAc. The combined organic layers are washed wi... The reactants are NCCC(=O)N1CCC(CC1)CN(CC)[C@H](CC=1C=CC2=C(CCO2)C1)C ((S)-3-amino-1-[4-({[2-(2,3-dihydrobenzofuran-5-yl)-1-methylethyl]ethylamino}-methyl)piperidin-1-yl]propan-1-one), C(C)(C)N(CC)C(C)C (diisopropylethylamine), CS(=O)(=O)Cl (methanesulfonyl chloride). Run in ClCCl (dichloromethane). Run at time 3 hour. Yields the product O1CCC2=C1C=CC(=C2)C[C@H](C)N(CC)CC2CCN(CC2)C(CCNS(=O)(=O)C)=O ((S)-N-{3-[4-({[2-(2,3-dihydrobenzofuran-5-yl)-1-methylethyl]ethylamino}methyl)piperidin-1-yl]-3-oxopropyl}methanesulfonamide). The yield is 66.2%. RXN SMILES: [NH2:1][CH2:2][CH2:3][C:4]([N:6]1[CH2:11][CH2:10][CH:9]([CH2:12][N:13]([C@@H:16]([CH3:27])[CH2:17][C:18]2[CH:19]=[CH:20][C:21]3[O:25][CH2:24][CH2:23][C:22]=3[CH:26]=2)[CH2:14][CH3:15])[CH2:8][CH2:7]1)=[O:5].C(N(C(C)C)CC)(C)C.[CH3:37][S:38](Cl)(=[O:40])=[O:39]>ClCCl>[O:25]1[C:21]2[CH:20]=[CH:19][C:18]([CH2:17][C@@H:16]([N:13]([CH2:12][CH:9]3[CH2:10][CH2:11][N:6]([C:4](=[O:5])[CH2:3][CH2:2][NH:1][S:38]([CH3:37])(=[O:40])=[O:39])[CH2:7][CH2:8]3)[CH2:14][CH3:15])[CH3:27])=[CH:26][C:22]=2[CH2:23][CH2:24]1. Procedure details: To (S)-3-amino-1-[4-({[2-(2,3-dihydrobenzofuran-5-yl)-1-methylethyl]ethylamino}-methyl)piperidin-1-yl]propan-1-one (0.4 grams, 1.07 mmol) and diisopropylethylamine (0.21 grams, 1.62 mmole) in dichloromethane (10 ml) at 0° C. was added methanesulfonyl chloride (0.16 grams, 1.39 mmole). The reaction mixture was stirred at room temperature for 3 hours. The mixture was washed with water, dried over potassium carbonate and concentrated to give a residue which was purified by flash chromatography on s... Reactants: [Na+], [OH-], O, Cc1cc(O)nc(C)c1C#N, O=[N+]([O-])O, O=S(=O)(O)O. The product is Cc1nc(O)c([N+](=O)[O-])c(C)c1C#N. As a reaction SMILES: [Na+:22].[OH-:21].[OH2:23].[OH:10][c:11]1[n:12][c:13]([CH3:20])[c:14]([C:15]#[N:16])[c:17]([CH3:19])[cH:18]1.[OH:1][N+:2]([O-:3])=[O:4].[S:5](=[O:6])(=[O:7])([OH:8])[OH:9]>>[O-:1][N+:2](=[O:4])[c:18]1[c:11]([OH:10])[n:12][c:13]([CH3:20])[c:14]([C:15]#[N:16])[c:17]1[CH3:19].